From a dataset of the Open Reaction Database (ORD), a public repository of structured organic reaction records. describe an organic reaction: reactants, conditions, products, and yield The reactants are ClC1=CC(=C(C#N)C=C1)F (4-chloro-2-fluoro-benzonitrile), CN(CCO)C (2-dimethylamino-ethanol). The product is NCC1=C(OCCN(C)C)C=C(C=C1)Cl ([2-(2-Aminomethyl-5-chloro-phenoxy)-ethyl]-dimethyl-amine). Reaction SMILES: [Cl:1][C:2]1[CH:9]=[CH:8][C:5]([C:6]#[N:7])=[C:4](F)[CH:3]=1.[CH3:11][N:12]([CH3:16])[CH2:13][CH2:14][OH:15]>>[NH2:7][CH2:6][C:5]1[CH:8]=[CH:9][C:2]([Cl:1])=[CH:3][C:4]=1[O:15][CH2:14][CH2:13][N:12]([CH3:16])[CH3:11]. Procedure: The title compound is synthesized by coupling followed by reduction of 4-chloro-2-fluoro-benzonitrile and 2-dimethylamino-ethanol analogously to the preparation of Intermediate 113.1. colorless oil; ES-MS: M+=229.2; HPLC: AtRet=1.18 min. The reactants are C1(=CC=CC=C1)C1(CCNCCO1)C1=CC=CC=C1 (7,7-diphenyl-hexahydro-1,4-oxazepine), ClCCCC#N (4-chlorobutyronitrile), C([O-])([O-])=O.[Na+].[Na+] (sodium carbonate), [I-].[Na+] (sodium iodide). Solvent: CC(C)CC(C)=O (2-methyl-4-pentanone). Product: C(#N)CCCN1CCOC(CC1)(C1=CC=CC=C1)C1=CC=CC=C1 (4-(3-cyanopropyl)-7,7-diphenyl-hexahydro-1,4-oxazepine). Reaction SMILES: [C:1]1([C:7]2([C:14]3[CH:19]=[CH:18][CH:17]=[CH:16][CH:15]=3)[O:13][CH2:12][CH2:11][NH:10][CH2:9][CH2:8]2)[CH:6]=[CH:5][CH:4]=[CH:3][CH:2]=1.Cl[CH2:21][CH2:22][CH2:23][C:24]#[N:25].C(=O)([O-])[O-].[Na+].[Na+].[I-].[Na+]>CC(CC(=O)C)C>[C:24]([CH2:23][CH2:22][CH2:21][N:10]1[CH2:9][CH2:8][C:7]([C:1]2[CH:2]=[CH:3][CH:4]=[CH:5][CH:6]=2)([C:14]2[CH:15]=[CH:16][CH:17]=[CH:18][CH:19]=2)[O:13][CH2:12][CH2:11]1)#[N:25] |f:2.3.4,5.6|. Procedure: The mixture of 4.6 g of 7,7-diphenyl-hexahydro-1,4-oxazepine, 1.88 g of 4-chlorobutyronitrile, 1.88 g of anhydrous sodium carbonate, 0.3 g of sodium iodide and 60 ml of 2-methyl-4-pentanone is stirred at reflux for 23 hours and evaporated. The residue is partitioned between diethyl ether and water, the ethereal solution separated, washed with saturated aqueous sodium chloride, dried and evaporated, to give the 4-(3-cyanopropyl)-7,7-diphenyl-hexahydro-1,4-oxazepine melting at 89°-90°. (Analogousl... Reactants: Cl (hydrochloric acid), [Na+].C(C)(=O)SCC(C(=O)NC=1C=C(C(=O)[O-])C=CC1)CC1=CC=C(C=C1)F (3-[[2-Acetylthiomethyl-3-(4-fluorophenyl)-propionyl]amino]benzoic acid sodium salt), compound, [OH-].[Na+] (sodium hydroxide). Solvent: O (water). Run at time 1 hour. The product is SCC(C(=O)NC=1C=C(C(=O)O)C=CC1)CC1=CC=C(C=C1)F (3-[[2-mercaptomethyl-3-(4-fluorophenyl)propionyl]amino]benzoic acid). Yield: 59.6%. RXN SMILES: [Na+].C([S:5][CH2:6][CH:7]([CH2:20][C:21]1[CH:26]=[CH:25][C:24]([F:27])=[CH:23][CH:22]=1)[C:8]([NH:10][C:11]1[CH:12]=[C:13]([CH:17]=[CH:18][CH:19]=1)[C:14]([O-:16])=[O:15])=[O:9])(=O)C.[OH-].[Na+].Cl>O>[SH:5][CH2:6][CH:7]([CH2:20][C:21]1[CH:22]=[CH:23][C:24]([F:27])=[CH:25][CH:26]=1)[C:8]([NH:10][C:11]1[CH:12]=[C:13]([CH:17]=[CH:18][CH:19]=1)[C:14]([OH:16])=[O:15])=[O:9] |f:0.1,2.3|. Procedure: 3-[[2-Acetylthiomethyl-3-(4-fluorophenyl)-propionyl]amino]benzoic acid sodium salt (compound of Example 40) (1.2 g) is dissolved in water (20 ml), and the mixture is adjusted to pH 12.0 with 10% aqueous sodium hydroxide solution under nitrogen. After reacting at room temperature for one hour, the reaction mixture is adjusted to pH 2.5 with 10% hydrochloric acid. The mixture is extracted with ethyl acetate (50 ml). The extract is washed with water and ethyl acetate is distilled off. The residue i... The reactants are C(C)OP(=O)(OCC)CC1=CC(=NC2=CC=CC=C12)C(=O)N (4-(diethylphosphonomethyl)-quinoline-2-carboxamide). The reagents and catalysts are [Pd] (palladium on charcoal). Run in CO (methanol). Run at time 24 hour. The product is C(C)OP(=O)(OCC)C[C@@H]1C[C@@H](NC2=CC=CC=C12)C(=O)N (cis-4-(diethylphosphonomethyl)-1,2,3,4-tetrahydroquinoline-2-carboxamide). Reaction SMILES: [CH2:1]([O:3][P:4]([CH2:9][C:10]1[C:19]2[C:14](=[CH:15][CH:16]=[CH:17][CH:18]=2)[N:13]=[C:12]([C:20]([NH2:22])=[O:21])[CH:11]=1)([O:6][CH2:7][CH3:8])=[O:5])[CH3:2]>[Pd].CO>[CH2:1]([O:3][P:4]([CH2:9][C@H:10]1[C:19]2[C:14](=[CH:15][CH:16]=[CH:17][CH:18]=2)[NH:13][C@@H:12]([C:20]([NH2:22])=[O:21])[CH2:11]1)([O:6][CH2:7][CH3:8])=[O:5])[CH3:2]. Reported procedure: A mixture of 500 mg of 4-(diethylphosphonomethyl)-quinoline-2-carboxamide and 1 g of 10% palladium on charcoal in 75 ml of methanol is hydrogenated at 3 atmospheres pressure for 24 hours, filtered and evaporated to dryness. Chromatography on silica gel using methanol/methylene chloride (1:10) as eluant yields cis-4-(diethylphosphonomethyl)-1,2,3,4-tetrahydroquinoline-2-carboxamide. Starting materials: BrC=1C=CC2=C(C=CS2)C1 (5-bromo-1-benzothiophene), II (iodine), C(C)(=O)C1CC1 (acetylcyclopropane), [Mg] (magnesium). Solvent: O1CCCC1 (tetrahydrofuran), O1CCCC1 (tetrahydrofuran), C(C)#N (acetonitrile), O (water), O1CCCC1 (tetrahydrofuran). Run at time 30 minute. Product: S1C=CC2=C1C=CC(=C2)C(C)(O)C2CC2 (1-(1-Benzothiophen-5-yl)-1-cyclopropylethanol). RXN SMILES: [Mg].Br[C:3]1[CH:4]=[CH:5][C:6]2[S:10][CH:9]=[CH:8][C:7]=2[CH:11]=1.II.[C:14]([CH:17]1[CH2:19][CH2:18]1)(=[O:16])[CH3:15]>O1CCCC1.C(#N)C.O>[S:10]1[C:6]2[CH:5]=[CH:4][C:3]([C:14]([CH:17]3[CH2:19][CH2:18]3)([OH:16])[CH3:15])=[CH:11][C:7]=2[CH:8]=[CH:9]1. Reported procedure: 0.60 g (24.64 mmol) of magnesium turnings were dried by heating under argon and, after cooling to RT, 30 ml of tetrahydrofuran were added. 5.00 g (23.46 mmol) of 5-bromo-1-benzothiophene in 30 ml of tetrahydrofuran, and traces of iodine, were added to the mixture, which was stirred at RT for 30 min. Addition of 2.17 g (25.81 mmol) of acetylcyclopropane in 30 ml of tetrahydrofuran was followed by stirring for 2 h. The reaction solution was mixed with water and acetonitrile, and the mixture was fi... Reactants: C(CCC)[Li] (n-butyllithium), [N+](=[N-])=C[Si](C)(C)C ((diazomethyl)trimethylsilane), C(CCC)[Li] (n-butyllithium), FC1=C(C=O)C(=CC=C1)F (2,6-difluorobenzaldehyde), ClC(=O)OC (methyl chloroformate). Run in O1CCCC1 (tetrahydrofuran). Run at temperature -78 celsius, time 15 minute. Product: FC1=C(C(=CC=C1)F)C#CC(=O)OC (methyl 3-(2,6-difluorophenyl)-2-propynoate). Isolated yield 81.6%. As a reaction SMILES: [N+](=C[Si](C)(C)C)=[N-].[CH2:8]([Li])CCC.[F:13][C:14]1[CH:21]=[CH:20][CH:19]=[C:18]([F:22])[C:15]=1[CH:16]=O.Cl[C:24]([O:26][CH3:27])=[O:25]>O1CCCC1>[F:13][C:14]1[CH:21]=[CH:20][CH:19]=[C:18]([F:22])[C:15]=1[C:16]#[C:8][C:24]([O:26][CH3:27])=[O:25]. Reported procedure: To a mixture of (diazomethyl)trimethylsilane (2.0 M in hexanes, 25 mL, 50 mmol) in tetrahydrofuran (100 mL) at −78° C. was added n-butyllithium (2.5 M in hexanes, 20 mL, 50 mmol) over 5 minutes. After the addition was complete, the reaction mixture temperature was maintained at about −78° C. for 30 minutes and then 2,6-difluorobenzaldehyde (7.1 g, 50 mmol) was added portionwise. The reaction mixture was maintained at −78° C. for an additional 30 minutes and then allowed to warm to room temperatu... Starting materials: BrC1=CC2=NC(=CC=C2N1CC1=CC(=CC=C1)Cl)Cl (2-bromo-5-chloro-1-(3-chlorobenzyl)-1H-pyrrolo[3,2-b]pyridine), CC1(OB(OC1(C)C)C=1CN(CC1)C(=O)OC(C)(C)C)C (tert-butyl 3-(4,4,5,5-tetramethyl-1,3,2-dioxaborolan-2-yl)-2,5-dihydro-1H-pyrrole-1-carboxylate), C(=O)([O-])[O-].[Na+].[Na+] (Na2CO3), CC1(OB(OC1(C)C)C=1CN(CC1)C(=O)OC(C)(C)C)C (tert-butyl 3-(4,4,5,5-tetramethyl-1,3,2-dioxaborolan-2-yl)-2,5-dihydro-1H-pyrrole-1-carboxylate). Reagents/catalysts: C=1C=CC(=CC1)[P](C=2C=CC=CC2)(C=3C=CC=CC3)[Pd]([P](C=4C=CC=CC4)(C=5C=CC=CC5)C=6C=CC=CC6)([P](C=7C=CC=CC7)(C=8C=CC=CC8)C=9C=CC=CC9)[P](C=1C=CC=CC1)(C=1C=CC=CC1)C=1C=CC=CC1 (Tetrakis(triphenylphosphine)palladium(0)), C=1C=CC(=CC1)[P](C=2C=CC=CC2)(C=3C=CC=CC3)[Pd]([P](C=4C=CC=CC4)(C=5C=CC=CC5)C=6C=CC=CC6)([P](C=7C=CC=CC7)(C=8C=CC=CC8)C=9C=CC=CC9)[P](C=1C=CC=CC1)(C=1C=CC=CC1)C=1C=CC=CC1 (tetrakis(triphenylphosphine)palladium(0)). Run in O (water), COCCOC (1,2-dimethoxyethane), O (water). Reaction conditions: temperature 106 celsius, time 2 hour. Product: ClC1=CC=C2C(=N1)C=C(N2CC2=CC(=CC=C2)Cl)C=2CN(CC2)C(=O)OC(C)(C)C (tert-Butyl 3-[5-chloro-1-(3-chlorobenzyl)-1H-pyrrolo[3,2-b]pyridin-2-yl]-2,5-dihydro-1H-pyrrole-1-carboxylate). RXN SMILES: Br[C:2]1[N:10]([CH2:11][C:12]2[CH:17]=[CH:16][CH:15]=[C:14]([Cl:18])[CH:13]=2)[C:9]2[C:4](=[N:5][C:6]([Cl:19])=[CH:7][CH:8]=2)[CH:3]=1.CC1(C)C(C)(C)OB([C:28]2[CH2:29][N:30]([C:33]([O:35][C:36]([CH3:39])([CH3:38])[CH3:37])=[O:34])[CH2:31][CH:32]=2)O1.C([O-])([O-])=O.[Na+].[Na+]>COCCOC.O.C1C=CC([P]([Pd]([P](C2C=CC=CC=2)(C2C=CC=CC=2)C2C=CC=CC=2)([P](C2C=CC=CC=2)(C2C=CC=CC=2)C2C=CC=CC=2)[P](C2C=CC=CC=2)(C2C=CC=CC=2)C2C=CC=CC=2)(C2C=CC=CC=2)C2C=CC=CC=2)=CC=1>[Cl:19][C:6]1[N:5]=[C:4]2[CH:3]=[C:2]([C:32]3[CH2:31][N:30]([C:33]([O:35][C:36]([CH3:39])([CH3:38])[CH3:37])=[O:34])[CH2:29][CH:28]=3)[N:10]([CH2:11][C:12]3[CH:17]=[CH:16][CH:15]=[C:14]([Cl:18])[CH:13]=3)[C:9]2=[CH:8][CH:7]=1 |f:2.3.4,^1:57,59,78,97|. Reported procedure: Tetrakis(triphenylphosphine)palladium(0) (0.13 g, 0.11 mmol, Strem) was added to a degassed mixture of 2-bromo-5-chloro-1-(3-chlorobenzyl)-1H-pyrrolo[3,2-b]pyridine (0.50 g, 1.1 mmol, prepared as in Example 103, Step 2), tert-butyl 3-(4,4,5,5-tetramethyl-1,3,2-dioxaborolan-2-yl)-2,5-dihydro-1H-pyrrole-1-carboxylate (0.414 g, 1.40 mmol, Combi-Blocks) and Na2CO3 (0.60 g, 5.6 mmol) in 1,2-dimethoxyethane (10 mL) and water (2 mL), and the sealed reaction mixture was heated at 106° C. for two hours. ... Starting materials: C#Cc1nc(C(=O)OC)cs1, C1CCOC1, CC(C)(C)[O-], [Cl-], [K+], [NH4+], SC(c1ccccc1)(c1ccccc1)c1ccccc1. The product is COC(=O)c1csc(C=CSC(c2ccccc2)(c2ccccc2)c2ccccc2)n1. As a reaction SMILES: [C:1](#[CH:2])[c:3]1[s:4][cH:5][c:6]([C:8](=[O:9])[O:10][CH3:11])[n:7]1.[CH2:40]1[O:41][CH2:42][CH2:43][CH2:44]1.[CH3:32][C:33]([CH3:34])([O-:35])[CH3:36].[Cl-:38].[K+:37].[NH4+:39].[c:12]1([C:18]([c:19]2[cH:20][cH:21][cH:22][cH:23][cH:24]2)([c:25]2[cH:26][cH:27][cH:28][cH:29][cH:30]2)[SH:31])[cH:13][cH:14][cH:15][cH:16][cH:17]1>>[CH:1](=[CH:2][S:31][C:18]([c:12]1[cH:13][cH:14][cH:15][cH:16][cH:17]1)([c:19]1[cH:20][cH:21][cH:22][cH:23][cH:24]1)[c:25]1[cH:26][cH:27][cH:28][cH:29][cH:30]1)[c:3]1[s:4][cH:5][c:6]([C:8](=[O:9])[O:10][CH3:11])[n:7]1. Reaction SMILES: [Br:1][C:2]1[S:6][C:5]([CH:7]=O)=[CH:4][CH:3]=1.C(O)(=O)[CH2:10][C:11]([OH:13])=[O:12].N1CCCCC1.Cl>N1C=CC=CC=1.C(OCC)(=O)C>[Br:1][C:2]1[S:6][C:5]([CH:7]=[CH:10][C:11]([OH:13])=[O:12])=[CH:4][CH:3]=1. Solvent: N1=CC=CC=C1 (pyridine), C(C)(=O)OCC (ethyl acetate). Procedure: 3 g (15.7 mmol) of 5-bromo-thiophene-2-carbaldehyde were dissolved in 30 ml of pyridine and 1.96 g (18.8 mmol) of malonic acid and 133 mg (1.6 mmol) of piperidine was added. The reaction mixture was boiled under reflux for 6 h. After cooling to room temperature, it was poured into a mixture of ice and concentrated aqueous hydrochloric acid whereupon the product precipitated. The product was isolated by filtration, dissolved in ethyl acetate, and the solution was washed with 0.1 M hydrochloric ac... Reactants: Cl (hydrochloric acid), C(CC(=O)O)(=O)O (malonic acid), N1CCCCC1 (piperidine), BrC1=CC=C(S1)C=O (5-bromo-thiophene-2-carbaldehyde). Yields the product BrC1=CC=C(S1)C=CC(=O)O (3-(5-Bromo-thiophen-2-yl)-acrylic Acid). Reactants: C=C(Br)C(F)(F)F, O=C([O-])[O-], OB(O)Oc1cc(Cl)cc(Cl)c1, [K+], [K+], C1CCOC1, O. The product is C=C(c1cc(Cl)cc(Cl)c1)C(F)(F)F. RXN SMILES: [Br:13][C:14](=[CH2:15])[C:16]([F:17])([F:18])[F:19].[C:20](=[O:21])([O-:22])[O-:23].[Cl:1][c:2]1[cH:3][c:4]([O:9][B:10]([OH:11])[OH:12])[cH:5][c:6]([Cl:8])[cH:7]1.[K+:24].[K+:25].[O:26]1[CH2:27][CH2:28][CH2:29][CH2:30]1.[OH2:31]>>[Cl:1][c:2]1[cH:3][c:4]([C:14](=[CH2:15])[C:16]([F:17])([F:18])[F:19])[cH:5][c:6]([Cl:8])[cH:7]1.